Task: describe an organic reaction: reactants, conditions, products, and yield. Dataset: the Open Reaction Database (ORD), a public repository of structured organic reaction records Starting materials: B, CSC, COB(OC)OC, Cl, C1CCOC1, O, O=C(O)CC(c1ccccc1)(c1ccccc1)c1ccccc1. Product: OCCC(c1ccccc1)(c1ccccc1)c1ccccc1. RXN SMILES: [BH3:4].[CH3:1][S:2][CH3:3].[CH3:28][O:29][B:30]([O:31][CH3:32])[O:33][CH3:34].[ClH:35].[O:36]1[CH2:37][CH2:38][CH2:39][CH2:40]1.[OH2:41].[c:5]1([C:11]([CH2:12][C:13](=[O:14])[OH:15])([c:16]2[cH:17][cH:18][cH:19][cH:20][cH:21]2)[c:22]2[cH:23][cH:24][cH:25][cH:26][cH:27]2)[cH:6][cH:7][cH:8][cH:9][cH:10]1>>[c:5]1([C:11]([CH2:12][CH2:13][OH:14])([c:16]2[cH:17][cH:18][cH:19][cH:20][cH:21]2)[c:22]2[cH:23][cH:24][cH:25][cH:26][cH:27]2)[cH:6][cH:7][cH:8][cH:9][cH:10]1. Reactants: C(C)C1C=2N(C3=CC(=C(C=C3N1S(=O)(=O)C1=CC(=C(C=C1)OC)C)F)F)C=CC2 (4-ethyl-7,8-difluoro-5-[(4-methoxy-3-methylphenyl)sulfonyl]-4,5-dihydropyrrolo[1,2-a]quinoxaline), CC=1C=C(C=C(C1OC)C)S(=O)(=O)Cl (3,5 dimethyl-4-methoxy benzenesulfonyl chloride). Yields the product C(C)C1C=2N(C3=CC=C(C=C3N1S(=O)(=O)C1=CC(=C(C(=C1)C)OC)C)F)C=CC2 (4-ethyl-7-fluoro-5-[(4-methoxy-3,5-dimethylphenyl)sulfonyl]-4,5-dihydropyrrolo[1,2-a]quinoxaline). Reaction SMILES: [CH2:1]([CH:3]1[N:12]([S:13]([C:16]2[CH:21]=[CH:20][C:19]([O:22][CH3:23])=[C:18]([CH3:24])[CH:17]=2)(=[O:15])=[O:14])[C:11]2[C:6](=[CH:7][C:8](F)=[C:9]([F:25])[CH:10]=2)[N:5]2[CH:27]=[CH:28][CH:29]=[C:4]12)[CH3:2].[CH3:30]C1C=C(S(Cl)(=O)=O)C=C(C)C=1OC>>[CH2:1]([CH:3]1[N:12]([S:13]([C:16]2[CH:17]=[C:18]([CH3:24])[C:19]([O:22][CH3:23])=[C:20]([CH3:30])[CH:21]=2)(=[O:15])=[O:14])[C:11]2[C:6](=[CH:7][CH:8]=[C:9]([F:25])[CH:10]=2)[N:5]2[CH:27]=[CH:28][CH:29]=[C:4]12)[CH3:2]. Procedure: The title compound was prepared from the product of Example 4 using 3,5 dimethyl-4-methoxy benzenesulfonyl chloride to yield crystals, mp 140-142° C. Reactants: COC(=O)C1=CC2=C(S1)C(=CC=C2)[N+](=O)[O-] (7-Nitro-benzo[b]thiophene-2-carboxylic acid methyl ester), [H][H] (Hydrogen). The reagents and catalysts are [Pd] (Pd/C). The solvent is CCOC(=O)C (EtOAc), CCOC(=O)C (EtOAc). Run at time 12 hour. Yields the product COC(=O)C1=CC2=C(S1)C(=CC=C2)N (7-amino-benzo[b]thiophene-2-carboxylic acid methyl ester). The yield is 98.3%. As a reaction SMILES: [CH3:1][O:2][C:3]([C:5]1[S:9][C:8]2[C:10]([N+:14]([O-])=O)=[CH:11][CH:12]=[CH:13][C:7]=2[CH:6]=1)=[O:4].[H][H]>CCOC(C)=O.[Pd]>[CH3:1][O:2][C:3]([C:5]1[S:9][C:8]2[C:10]([NH2:14])=[CH:11][CH:12]=[CH:13][C:7]=2[CH:6]=1)=[O:4]. Procedure: 7-Nitro-benzo[b]thiophene-2-carboxylic acid methyl ester (1 g, 4.22 mmol) was suspended in EtOAc (40 mL) and a suspension of 10% Pd/C (400 mg) in 20 mL EtOAc was added. Hydrogen gas was introduced into the flask from an H2-filled balloon attached to a needle inserted through a septum. The black suspension was stirred 12 h at room temperature. After stirring 12 h, the black suspension was filtered through diatomaceous earth and the filter cake was washed several times with EtOAc. The combined fil... Starting materials: CN(C)C=O, O=C1CCC(=O)N1Cl, CN1Cc2cncn2-c2ccc(F)cc2C1=O, O. The product is CN1Cc2c(Cl)ncn2-c2ccc(F)cc2C1=O. As a reaction SMILES: [CH3:27][N:28]([CH3:29])[CH:30]=[O:31].[Cl:18][N:19]1[C:20](=[O:21])[CH2:22][CH2:23][C:24]1=[O:25].[F:1][c:2]1[cH:3][cH:4][c:5]2[c:6]([cH:17]1)[C:7](=[O:16])[N:8]([CH3:15])[CH2:9][c:10]1[n:11]-2[cH:12][n:13][cH:14]1.[OH2:26]>>[F:1][c:2]1[cH:3][cH:4][c:5]2[c:6]([cH:17]1)[C:7](=[O:16])[N:8]([CH3:15])[CH2:9][c:10]1[n:11]-2[cH:12][n:13][c:14]1[Cl:18]. Reactants: ClC1=CC=2N(C=C1)N=C(C2C2=NC(=NC=C2)NC2CCCC2)C2=CC=C(C=C2)F (4-[5-Chloro-2-(4-fluorophenyl)pyrazolo[1,5-α]pyridin-3-yl]-N-cyclopentyl-2-pyrimidinamine), COCCN (2-methoxyethylamine), C1(=CC=CC=C1)P(C1=C(C2=CC=CC=C2C=C1)C1=C(C=CC2=CC=CC=C12)P(C1=CC=CC=C1)C1=CC=CC=C1)C1=CC=CC=C1 (rac-2,2′-bis(diphenylphosphino)-1,1′-binaphthyl), C([O-])([O-])=O.[Cs+].[Cs+] (cesium carbonate). Reagents/catalysts: C(C)(=O)[O-].[Pd+2].C(C)(=O)[O-] (palladium (II) acetate). Yields the product C1(CCCC1)NC1=NC=CC(=N1)C=1C(=NN2C1C=C(C=C2)NCCOC)C2=CC=C(C=C2)F (3-[2-(Cyclopentylamino)-4-pyrimidinyl]-2-(4-fluorophenyl)-N-(2-methoxyethyl)pyrazolo[1,5-α]pyridin-5-amine). Reaction SMILES: Cl[C:2]1[CH:7]=[CH:6][N:5]2[N:8]=[C:9]([C:23]3[CH:28]=[CH:27][C:26]([F:29])=[CH:25][CH:24]=3)[C:10]([C:11]3[CH:16]=[CH:15][N:14]=[C:13]([NH:17][CH:18]4[CH2:22][CH2:21][CH2:20][CH2:19]4)[N:12]=3)=[C:4]2[CH:3]=1.[CH3:30][O:31][CH2:32][CH2:33][NH2:34].C1(P(C2C=CC=CC=2)C2C=CC3C(=CC=CC=3)C=2C2C3C(=CC=CC=3)C=CC=2P(C2C=CC=CC=2)C2C=CC=CC=2)C=CC=CC=1.C(=O)([O-])[O-].[Cs+].[Cs+]>C([O-])(=O)C.[Pd+2].C([O-])(=O)C>[CH:18]1([NH:17][C:13]2[N:12]=[C:11]([C:10]3[C:9]([C:23]4[CH:28]=[CH:27][C:26]([F:29])=[CH:25][CH:24]=4)=[N:8][N:5]4[CH:6]=[CH:7][C:2]([NH:34][CH2:33][CH2:32][O:31][CH3:30])=[CH:3][C:4]=34)[CH:16]=[CH:15][N:14]=2)[CH2:22][CH2:21][CH2:20][CH2:19]1 |f:3.4.5,6.7.8|. Reported procedure: 4-[5-Chloro-2-(4-fluorophenyl)pyrazolo[1,5-α]pyridin-3-yl]-N-cyclopentyl-2-pyrimidinamine (0.1 g, 0.25 mmol) and 2-methoxyethylamine were treated with rac-2,2′-bis(diphenylphosphino)-1,1′-binaphthyl, cesium carbonate and palladium (II) acetate as described in Example 2 to give, after purification by flash chromatography (1:1 hexanes-ethyl acetate), 3-[2-(cyclopentylamino)-4-pyrimidinyl]-2-(4-fluorophenyl)-N-(2-methoxyethyl)pyrazolo[1,5-α]pyridin-5-amine (65 mg, 59%) as a solid. 1H-NMR (CDCl3): δ... Reaction conditions: time 18 hour. As a reaction SMILES: [CH:1]1[CH:2]=[CH:3][N:4]2[CH2:10][C:9]3[CH:11]=[CH:12][CH:13]=[CH:14][C:8]=3[N:7]([C:15]([C:17]3[CH:22]=[CH:21][C:20]([C:23](=[O:25])[CH3:24])=[CH:19][CH:18]=3)=[O:16])[CH2:6][C:5]=12.C(O[CH:31](N(C)C)[N:32]([CH3:34])[CH3:33])(C)(C)C>ClCCl>[CH3:31][N:32]([CH3:34])[CH:33]=[CH:24][C:23]([C:20]1[CH:19]=[CH:18][C:17]([C:15]([N:7]2[C:8]3[CH:14]=[CH:13][CH:12]=[CH:11][C:9]=3[CH2:10][N:4]3[CH:3]=[CH:2][CH:1]=[C:5]3[CH2:6]2)=[O:16])=[CH:22][CH:21]=1)=[O:25]. Reactants: C=1C=CN2C1CN(C1=C(C2)C=CC=C1)C(=O)C1=CC=C(C=C1)C(C)=O (1-[4-(5H,11H-pyrrolo[2,1-c][1,4]benzodiazepine-10-carbonyl)-phenyl]-ethanone), C(C)(C)(C)OC(N(C)C)N(C)C (t-butoxy-bis-dimethylaminomethane). Procedure details: A reaction mixture of 1-[4-(5H,11H-pyrrolo[2,1-c][1,4]benzodiazepine-10-carbonyl)-phenyl]-ethanone (1.40 g), t-butoxy-bis-dimethylaminomethane (5.0 ml) and dichloromethane (10 ml) was stirred for 18 hours. The red-orange precipitate was filtered to yield the title compound (1.22 g), m.p. 203-205° C. Additional product (0.18 g) was isolated from the reaction mixture by concentration. Solvent: ClCCl (dichloromethane). Product: CN(C=CC(=O)C1=CC=C(C=C1)C(=O)N1CC=2N(CC3=C1C=CC=C3)C=CC2)C (3-Dimethylamino-1-[4-(5H,11H-pyrrolo[2,1-c][1,4]benzodiazepine-10-carbonyl)-phenyl]-2-propen-1-one). Reactants: COC=1C=C(C=CC1OC)CC(CCCC(C1=CC(=C(C=C1)OC)OC)(C(C)C)C#N)[N+](=O)[O-] (1-(3,4-dimethoxyphenyl)-2-nitro-6-cyano-6-(prop-2-yl)-6-(3,4-dimethoxyphenyl)hexane). The solvent is CO (methanol). Run at time 10 minute. Yields the product COC=1C=C(C=CC1OC)CC(CCCC(C1=CC(=C(C=C1)OC)OC)(C(C)C)C#N)N (1-(3,4-dimethoxyphenyl)-2-amino-6-cyano-6-(i-propyl)-6-(3,4-dimethoxyphenyl)hexane). Isolated yield 95.0%. Reaction SMILES: [CH3:1][O:2][C:3]1[CH:4]=[C:5]([CH2:11][CH:12]([N+:32]([O-])=O)[CH2:13][CH2:14][CH2:15][C:16]([C:30]#[N:31])([CH:27]([CH3:29])[CH3:28])[C:17]2[CH:22]=[CH:21][C:20]([O:23][CH3:24])=[C:19]([O:25][CH3:26])[CH:18]=2)[CH:6]=[CH:7][C:8]=1[O:9][CH3:10]>CO>[CH3:1][O:2][C:3]1[CH:4]=[C:5]([CH2:11][CH:12]([NH2:32])[CH2:13][CH2:14][CH2:15][C:16]([C:30]#[N:31])([CH:27]([CH3:29])[CH3:28])[C:17]2[CH:22]=[CH:21][C:20]([O:23][CH3:24])=[C:19]([O:25][CH3:26])[CH:18]=2)[CH:6]=[CH:7][C:8]=1[O:9][CH3:10]. Procedure: A mixture of 1-(3,4-dimethoxyphenyl)-2-nitro-6-cyano-6-(i-propyl)-6-(3,4-dimethoxyphenyl)hexane (10, 58.7 g, 0.125 mol) and methanol (950 mL) was added to a flask, and evacuated to remove oxygen. The catalyst, 5% Pd in carbon (50% water, 19 g, Engelhard Co.), was added under an N2 atmosphere. After stirring for 10 minutes at room temperature, solid HCO2NH4 (65 g, Aldrich) was added, and the resulting mixture stirred for 1 hour. The mixture was then slowly heated to 50° C. for 48 hours, then cool...